This data is from the Open Reaction Database (ORD), a public repository of structured organic reaction records. The task is: describe an organic reaction: reactants, conditions, products, and yield The reactants are CN=C=O (Methylisocyanate), ClC=1C(=C2N=C(C(=NC2=CC1Cl)OC)OC)N(S(=O)(=O)C)CCN (N-(6,7-dichloro-2,3-dimethoxyquinoxalin-5-yl)-N-(2-aminoethyl)-methanesulphonamide). Run in ClCCl (dichloromethane). Yields the product ClC=1C(=C2N=C(C(=NC2=CC1Cl)OC)OC)N(S(=O)(=O)C)CCNC(=O)NC (N-(6,7-dichloro-2,3-dimethoxyquinoxalin-5-yl)-N-(2-[methylaminocarbonyl]aminoethyl) methanesulphonamide). Yield: 90.5%. As a reaction SMILES: [CH3:1][N:2]=[C:3]=[O:4].[Cl:5][C:6]1[C:7]([N:21]([CH2:26][CH2:27][NH2:28])[S:22]([CH3:25])(=[O:24])=[O:23])=[C:8]2[C:13](=[CH:14][C:15]=1[Cl:16])[N:12]=[C:11]([O:17][CH3:18])[C:10]([O:19][CH3:20])=[N:9]2>ClCCl>[Cl:5][C:6]1[C:7]([N:21]([CH2:26][CH2:27][NH:28][C:3]([NH:2][CH3:1])=[O:4])[S:22]([CH3:25])(=[O:24])=[O:23])=[C:8]2[C:13](=[CH:14][C:15]=1[Cl:16])[N:12]=[C:11]([O:17][CH3:18])[C:10]([O:19][CH3:20])=[N:9]2. Procedure details: Methylisocyanate (8.2 μl, 8.0 mg, 0.14 mmol) was added to a solution of N-(6,7-dichloro-2,3-dimethoxyquinoxalin-5-yl)-N-(2-aminoethyl)-methanesulphonamide (from Preparation 27, 50 mg, 0.127 mmol) in dichloromethane (2 ml) at room temperature under nitrogen. After 30 minutes the mixture was concentrated under reduced pressure. The residue was dissolved in ethyl acetate and concentrated under reduced pressure to give N-(6,7-dichloro-2,3-dimethoxyquinoxalin-5-yl)-N-(2-[methylaminocarbonyl]aminoethy... As a reaction SMILES: [C:1]([C:5]1[CH:6]=[C:7]([OH:11])[CH:8]=[CH:9][CH:10]=1)([CH3:4])([CH3:3])[CH3:2].C(=O)([O-])[O-].[Na+].[Na+].[H][H]>[Pd]>[C:1]([CH:5]1[CH2:10][CH2:9][CH2:8][C:7](=[O:11])[CH2:6]1)([CH3:4])([CH3:2])[CH3:3] |f:1.2.3|. Yield: 75.2%. Reagents/catalysts: [Pd] (palladium). Reported procedure: 300 g (2 mol) of 3-tert.butylphenol are hydrogenated in the presence of 3 g of palladium-on-active charcoal 5% and 3 g of anhydrous sodium carbonate at 0.15-0.3 bar hydrogen over-pressure and 115° C. In an autoclave for 21 hours. The mixture is then filtered over Celite. The Celite is washed with ether and the solution is evaporated. In this manner there are obtained 310.8 g of crude product, namely 1.5% trans-tert.butylcyclohexanol, 3.5% cis-tert.butylcyclohexanol, 86% 3-tert.butylcyclohexanone... Starting materials: C([O-])([O-])=O.[Na+].[Na+] (sodium carbonate), [H][H] (hydrogen), C(C)(C)(C)C=1C=C(C=CC1)O (3-tert.butylphenol). Reaction conditions: time 21 hour. Product: C(C)(C)(C)C1CC(CCC1)=O (3-tert.butylcyclohexanone). Reactants: O.[OH-].[Li+] (Lithium hydroxide monohydrate), FC1=C(C=C(C=C1)C(C)O)C=1C=NC(=NC1)N1C=C(C2=CC=C(C=C12)C(=O)OC)SC (Methyl 1-(5-(2-fluoro-5-(1-hydroxyethyl)phenyl)pyrimidin-2-yl)-3-(methylthio)-1H-indole-6-carboxylate). Solvent: C1CCOC1.O (THF water). Conditions: time 16 hour. Yields the product FC1=C(C=C(C=C1)C(C)O)C=1C=NC(=NC1)N1C=C(C2=CC=C(C=C12)C(=O)O)SC (1-(5-(2-Fluoro-5-(1-hydroxyethyl)phenyl)pyrimidin-2-yl)-3-(methylthio)-1H-indole-6-carboxylic acid). Reaction SMILES: O.[OH-].[Li+].[F:4][C:5]1[CH:10]=[CH:9][C:8]([CH:11]([OH:13])[CH3:12])=[CH:7][C:6]=1[C:14]1[CH:15]=[N:16][C:17]([N:20]2[C:28]3[C:23](=[CH:24][CH:25]=[C:26]([C:29]([O:31]C)=[O:30])[CH:27]=3)[C:22]([S:33][CH3:34])=[CH:21]2)=[N:18][CH:19]=1>C1COCC1.O>[F:4][C:5]1[CH:10]=[CH:9][C:8]([CH:11]([OH:13])[CH3:12])=[CH:7][C:6]=1[C:14]1[CH:15]=[N:16][C:17]([N:20]2[C:28]3[C:23](=[CH:24][CH:25]=[C:26]([C:29]([OH:31])=[O:30])[CH:27]=3)[C:22]([S:33][CH3:34])=[CH:21]2)=[N:18][CH:19]=1 |f:0.1.2,4.5|. Procedure: Lithium hydroxide monohydrate (0.30 g, 7.07 mmol) was added at room temperature to a solution of 300a) (1.0 g, 2.36 mmol) in THF/water (1:1, 40 mL). The reaction mixture was stirred at this temperature for 16 h and then concentrated. The residue was diluted with water (20 mL) and washed with ethyl acetate (2×30 mL). The aqueous phase was adjusted with sodium hydrogen sulfate to a pH value of 2. The precipitating solid was filtered off through a sintered funnel and residual water was removed by a... Starting materials: C1(CC1)C1=CC=C(C(N1)=O)[N+](=O)[O-] (6-cyclopropyl-3-nitro-2-(1H)-pyridinone). The reagents and catalysts are [Pd] (palladium on carbon). The solvent is C(C)(=O)OCC (ethyl acetate). Reaction conditions: time 8 hour. Product: NC=1C(NC(=CC1)CCC)=O (3-Amino-6-propyl-2-(1H)-pyridinone). Isolated yield 80.5%. Reaction SMILES: [CH:1]1([C:4]2[NH:9][C:8](=[O:10])[C:7]([N+:11]([O-])=O)=[CH:6][CH:5]=2)[CH2:3][CH2:2]1>[Pd].C(OCC)(=O)C>[NH2:11][C:7]1[C:8](=[O:10])[NH:9][C:4]([CH2:1][CH2:2][CH3:3])=[CH:5][CH:6]=1. Procedure: A mixture of 6-cyclopropyl-3-nitro-2-(1H)-pyridinone (2 g, 13.3 mmol) and 10% palladium on carbon (600 mg) in ethyl acetate (100 ml) was stirred at room temperature under an atmosphere of hydrogen overnight. The catalyst was removed by filtration through a bed of Celite and the filtrate concentrated to yield 1.63 g of product as a white microcrystalline solid. 1H NMR (CDCl3) δ 0.94 (t, J=7.3 Hz, 3 H), 1.67 (m, 2 H), 2.49 (t, J=7.5 Hz, 2 H), 4.00 (br s), 5.88 (d, J=7.1 Hz, 1 H), 6.59 (d, J=7.1 Hz...